From a dataset of the Open Reaction Database (ORD), a public repository of structured organic reaction records. describe an organic reaction: reactants, conditions, products, and yield Reactants: [BH3-]C#N, CC(=O)O, CO, O=C1C(NS(=O)(=O)c2ccc3cc(Cl)ccc3c2)CCN1N=C1CCN(c2ccncc2)CC1, [Na+]. The product is O=C1C(NS(=O)(=O)c2ccc3cc(Cl)ccc3c2)CCN1NC1CCN(c2ccncc2)CC1. RXN SMILES: [C:39]([BH3-:40])#[N:41].[CH3:35][C:36](=[O:37])[OH:38].[CH3:43][OH:44].[Cl:1][c:2]1[cH:3][c:4]2[cH:5][cH:6][c:7]([S:12](=[O:13])(=[O:14])[NH:15][CH:16]3[C:17](=[O:34])[N:18]([N:21]=[C:22]4[CH2:23][CH2:24][N:25]([c:28]5[cH:29][cH:30][n:31][cH:32][cH:33]5)[CH2:26][CH2:27]4)[CH2:19][CH2:20]3)[cH:8][c:9]2[cH:10][cH:11]1.[Na+:42]>>[Cl:1][c:2]1[cH:3][c:4]2[cH:5][cH:6][c:7]([S:12](=[O:13])(=[O:14])[NH:15][CH:16]3[C:17](=[O:34])[N:18]([NH:21][CH:22]4[CH2:23][CH2:24][N:25]([c:28]5[cH:29][cH:30][n:31][cH:32][cH:33]5)[CH2:26][CH2:27]4)[CH2:19][CH2:20]3)[cH:8][c:9]2[cH:10][cH:11]1. Starting materials: Sc1ccc(Cl)cc1, Nc1cc(Cl)nc(-c2ccccc2)n1, [Na+], [OH-]. Yields the product Nc1cc(Sc2ccc(Cl)cc2)nc(-c2ccccc2)n1. RXN SMILES: [Cl:15][c:16]1[cH:17][cH:18][c:19]([SH:22])[cH:20][cH:21]1.[NH2:1][c:2]1[n:3][c:4](-[c:9]2[cH:10][cH:11][cH:12][cH:13][cH:14]2)[n:5][c:6]([Cl:8])[cH:7]1.[Na+:24].[OH-:23]>>[NH2:1][c:2]1[n:3][c:4](-[c:9]2[cH:10][cH:11][cH:12][cH:13][cH:14]2)[n:5][c:6]([S:22][c:19]2[cH:18][cH:17][c:16]([Cl:15])[cH:21][cH:20]2)[cH:7]1. The reactants are P(O)(O)(O)=O, c1c(nn2c1c(nc(c2)c1cnn(c1)C)O)C(=O)O. The reagents and catalysts are c1ccc(cc1)-c2c3ccccc3cc4ccccc24 (9-Phenylanthracene). The solvent is O (Water). Reaction conditions: temperature 150 celsius, time 18 hour. Yields the product Cn1cc(cn1)c2cn3nccc3c(O)n2. As a reaction SMILES: [CH3:1][n:2]1[n:6][cH:5][c:4]([c:7]2[n:16][c:14]([OH:15])[c:13]([n:9]3[cH:8]2)[cH:12][c:11](C(O)=O)[n:10]3)[cH:3]1>>[CH3:1][n:2]1[n:6][cH:5][c:4]([c:7]2[n:16][c:14]([OH:15])[c:13]([n:9]3[cH:8]2)[cH:12][cH:11][n:10]3)[cH:3]1. Starting materials: CN(CCCSCc1ccccn1)CCc1ccc(C2CC3(C)C(O)CCC3C3CCc4cc(O)ccc4C23)cc1, CO, [Cl-], [O-][I+3]([O-])([O-])[O-], [Na+], [Na+], O. Yields the product CN(CCCS(=O)Cc1ccccn1)CCc1ccc(C2CC3(C)C(O)CCC3C3CCc4cc(O)ccc4C23)cc1. RXN SMILES: [CH3:1][N:2]([CH2:3][CH2:4][c:5]1[cH:6][cH:7][c:8]([CH:11]2[CH:12]3[c:13]4[cH:14][cH:15][c:16]([OH:30])[cH:17][c:18]4[CH2:19][CH2:20][CH:21]3[CH:22]3[CH2:23][CH2:24][CH:25]([OH:29])[C:26]3([CH3:27])[CH2:28]2)[cH:9][cH:10]1)[CH2:31][CH2:32][CH2:33][S:34][CH2:35][c:36]1[n:37][cH:38][cH:39][cH:40][cH:41]1.[CH3:50][OH:51].[Cl-:49].[I+3:42]([O-:43])([O-:44])([O-:45])[O-:46].[Na+:47].[Na+:48].[OH2:52]>>[CH3:1][N:2]([CH2:3][CH2:4][c:5]1[cH:6][cH:7][c:8]([CH:11]2[CH:12]3[c:13]4[cH:14][cH:15][c:16]([OH:30])[cH:17][c:18]4[CH2:19][CH2:20][CH:21]3[CH:22]3[CH2:23][CH2:24][CH:25]([OH:29])[C:26]3([CH3:27])[CH2:28]2)[cH:9][cH:10]1)[CH2:31][CH2:32][CH2:33][S:34]([CH2:35][c:36]1[n:37][cH:38][cH:39][cH:40][cH:41]1)=[O:43]. Starting materials: FC1=CC=C(OCCCN2C(NC3=C2C=CC=C3)=N)C=C1 (1-[3-(4-fluoro-phenoxy)-propyl]-1,3-dihydro-benzoimidazol-2-ylideneamine), BrCC1=CC=C(C=O)C=C1 (4-bromomethyl benzaldehyde). The solvent is CC(CC)=O (2-butanone). The product is Br.FC1=CC=C(OCCCN2C(N(C3=C2C=CC=C3)CC3=CC=C(C=O)C=C3)=N)C=C1 (4-{3-[3-(4-fluoro-phenoxy)-propyl]-2-imino-2,3-dihydro-benzoimidazol-1-ylmethyl}-benzaldehyde hydrobromide salt). The yield is 49.2%. As a reaction SMILES: [F:1][C:2]1[CH:21]=[CH:20][C:5]([O:6][CH2:7][CH2:8][CH2:9][N:10]2[C:14]3[CH:15]=[CH:16][CH:17]=[CH:18][C:13]=3[NH:12][C:11]2=[NH:19])=[CH:4][CH:3]=1.[Br:22][CH2:23][C:24]1[CH:31]=[CH:30][C:27]([CH:28]=[O:29])=[CH:26][CH:25]=1>CC(=O)CC>[BrH:22].[F:1][C:2]1[CH:3]=[CH:4][C:5]([O:6][CH2:7][CH2:8][CH2:9][N:10]2[C:14]3[CH:15]=[CH:16][CH:17]=[CH:18][C:13]=3[N:12]([CH2:23][C:24]3[CH:31]=[CH:30][C:27]([CH:28]=[O:29])=[CH:26][CH:25]=3)[C:11]2=[NH:19])=[CH:20][CH:21]=1 |f:3.4|. Reported procedure: To a solution of 1-[3-(4-fluoro-phenoxy)-propyl]-1,3-dihydro-benzoimidazol-2-ylideneamine (0.96 g, 3.36 mmol) in 2-butanone (50 ml) was added 4-bromomethyl benzaldehyde (1.0 g, 5.03 mmol). The reaction was heated to reflux where it was maintained for 48 h. After this time, the suspension was cooled to rt and filtered. The collected solid was washed with additional 2-butanone and then dried to provide 4-{3-[3-(4-fluoro-phenoxy)-propyl]-2-imino-2,3-dihydro-benzoimidazol-1-ylmethyl}-benzaldehyde hy...